describe an organic reaction: reactants, conditions, products, and yield From a dataset of the Open Reaction Database (ORD), a public repository of structured organic reaction records. Starting materials: C1CCOC1, COc1ccc(CN2CCC(F)(F)CC(NS(=O)(=O)c3ccc(Cl)s3)C2=O)c(OC)c1, COc1ccc(CO)cn1, CC(C)OC(=O)N=NC(=O)OC(C)C, c1ccc(P(c2ccccc2)c2ccccc2)cc1. The product is COc1ccc(CN2CCC(F)(F)CC(N(Cc3ccc(OC)nc3)S(=O)(=O)c3ccc(Cl)s3)C2=O)c(OC)c1. Reaction SMILES: [CH2:75]1[O:76][CH2:77][CH2:78][CH2:79]1.[CH3:1][O:2][c:3]1[c:4]([CH2:5][N:6]2[C:7](=[O:25])[CH:8]([NH:15][S:16](=[O:17])(=[O:18])[c:19]3[s:20][c:21]([Cl:24])[cH:22][cH:23]3)[CH2:9][C:10]([F:13])([F:14])[CH2:11][CH2:12]2)[cH:26][cH:27][c:28]([O:30][CH3:31])[cH:29]1.[CH3:32][O:33][c:34]1[cH:35][cH:36][c:37]([CH2:40][OH:41])[cH:38][n:39]1.[O:61]=[C:62]([O:63][CH:64]([CH3:65])[CH3:66])[N:67]=[N:68][C:69]([O:70][CH:71]([CH3:72])[CH3:73])=[O:74].[c:42]1([P:43]([c:44]2[cH:45][cH:46][cH:47][cH:48][cH:49]2)[c:50]2[cH:51][cH:52][cH:53][cH:54][cH:55]2)[cH:56][cH:57][cH:58][cH:59][cH:60]1>>[CH3:1][O:2][c:3]1[c:4]([CH2:5][N:6]2[C:7](=[O:25])[CH:8]([N:15]([S:16](=[O:17])(=[O:18])[c:19]3[s:20][c:21]([Cl:24])[cH:22][cH:23]3)[CH2:40][c:37]3[cH:36][cH:35][c:34]([O:33][CH3:32])[n:39][cH:38]3)[CH2:9][C:10]([F:13])([F:14])[CH2:11][CH2:12]2)[cH:26][cH:27][c:28]([O:30][CH3:31])[cH:29]1. RXN SMILES: [NH2:1][C@H:2]([C:4]([N:6]1[CH:14]2[CH:9]([CH2:10][CH2:11][CH2:12][CH2:13]2)[CH2:8][C@H:7]1[C:15]([OH:17])=[O:16])=[O:5])[CH3:3].[NH:18]1[C:26]2[C:21](=[CH:22][CH:23]=[CH:24][CH:25]=2)[C:20]([CH2:27][CH2:28][C:29](=O)[C:30]([OH:32])=[O:31])=[CH:19]1.C([BH3-])#N.[Na+]>>[C:30]([CH:29]([NH:1][C@H:2]([C:4]([N:6]1[CH:14]2[CH:9]([CH2:10][CH2:11][CH2:12][CH2:13]2)[CH2:8][C@H:7]1[C:15]([OH:17])=[O:16])=[O:5])[CH3:3])[CH2:28][CH2:27][C:20]1[C:21]2[C:26](=[CH:25][CH:24]=[CH:23][CH:22]=2)[NH:18][CH:19]=1)([OH:32])=[O:31] |f:2.3|. Reactants: N[C@@H](C)C(=O)N1[C@@H](CC2CCCCC12)C(=O)O (1-[(S)-alanyl]octahydroindole-2(S)-carboxylic acid), N1C=C(C2=CC=CC=C12)CCC(C(=O)O)=O (4-(3-indolyl)-2-oxobutyric acid), C(#N)[BH3-].[Na+] (sodium cyanoborohydride). Procedure details: Condense 1-[(S)-alanyl]octahydroindole-2(S)-carboxylic acid (preparable as described in Example 1) and 4-(3-indolyl)-2-oxobutyric acid with sodium cyanoborohydride, using the procedure described in Example 5 to yield the title compound. Product: C(=O)(O)C(CCC1=CNC2=CC=CC=C12)N[C@@H](C)C(=O)N1[C@@H](CC2CCCCC12)C(=O)O (1{N-[1-Carboxy-3-(3-indolyl)propyl]-(S)-alanyl}octahydroindole-2(S)-carboxylic acid). Starting materials: COC1=NC(=CC(=N1)C=1C=C(C=O)C=CC1)NCCC1=CC=C(C=C1)OC (3-{2-methoxy-6-[2-(4-methoxy-phenyl)-ethylamino]-pyrimidin-4-yl}-benzaldehyde), S(=O)(=O)(C1=CC=C(C)C=C1)C[N+]#[C-] (tosylmethylisocyanide), COCCOC (ethylene glycol dimethyl ether). Solvent: O (water). Conditions: temperature 85 celsius, time 18 hour. The product is COC1=NC(=CC(=N1)NCCC1=CC=C(C=C1)OC)C1=CC(=CC=C1)C1=CN=CO1 ([2-methoxy-6-(3-oxazol-5-yl-phenyl)-pyrimidin-4-yl]-[2-(4-methoxy-phenyl)-ethyl]-amine). Isolated yield 29.4%. As a reaction SMILES: [CH3:1][O:2][C:3]1[N:8]=[C:7]([C:9]2[CH:10]=[C:11]([CH:14]=[CH:15][CH:16]=2)[CH:12]=[O:13])[CH:6]=[C:5]([NH:17][CH2:18][CH2:19][C:20]2[CH:25]=[CH:24][C:23]([O:26][CH3:27])=[CH:22][CH:21]=2)[N:4]=1.S([CH2:38][N+:39]#[C-:40])(C1C=CC(C)=CC=1)(=O)=O.COCCOC>O>[CH3:1][O:2][C:3]1[N:4]=[C:5]([NH:17][CH2:18][CH2:19][C:20]2[CH:21]=[CH:22][C:23]([O:26][CH3:27])=[CH:24][CH:25]=2)[CH:6]=[C:7]([C:9]2[CH:16]=[CH:15][CH:14]=[C:11]([C:12]3[O:13][CH:40]=[N:39][CH:38]=3)[CH:10]=2)[N:8]=1. Reported procedure: In a tube is combined 3-{2-methoxy-6-[2-(4-methoxy-phenyl)-ethylamino]-pyrimidin-4-yl}-benzaldehyde (200 mg, 0.55 mmol), tosylmethylisocyanide (119 mg, 0.61 mmol), Ambersep 900 OH resin (1 g), ethylene glycol dimethyl ether (3.5 mL) and water (3.5 mL). The tube is sealed and the mixture is heated to 85° C. and stirred for 18 hours. The mixture is allowed to cool to ambient temperature and filtered to remove the resin, and washed the resin with 10 mL methanol. The combined filtrate and washings a... Reactants: CC1=C(C[C@H]([C@@H](C1)C(=O)OC)C(=O)OC)C (trans-dimethyl 1,2-dimethylcyclohex-1-ene-4,5-dicarboxylate), S(=O)(=O)([O-])[O-].[Na+].[Na+] (sodium sulphate), [H-].[Al+3].[Li+].[H-].[H-].[H-] (lithium aluminium hydride), resultant suspension. Run in C1CCOC1 (THF), C1CCOC1 (THF). Yields the product OC[C@@H]1CC(=C(C[C@H]1CO)C)C (Trans-4,5-bis(hydroxymethyl)-1,2-dimethylcyclohex-1-ene). The yield is 36.0%. Reaction SMILES: [H-].[Al+3].[Li+].[H-].[H-].[H-].[CH3:7][C:8]1[CH2:13][C@@H:12]([C:14](OC)=[O:15])[C@H:11]([C:18](OC)=[O:19])[CH2:10][C:9]=1[CH3:22].S([O-])([O-])(=O)=O.[Na+].[Na+]>C1COCC1>[OH:15][CH2:14][C@H:12]1[C@H:11]([CH2:18][OH:19])[CH2:10][C:9]([CH3:22])=[C:8]([CH3:7])[CH2:13]1 |f:0.1.2.3.4.5,7.8.9|. Reported procedure: To a suspension of lithium aluminium hydride (1.52 g, 0.04 mol) in dry THF (60 ml) at 0° C. was added trans-dimethyl 1,2-dimethylcyclohex-1-ene-4,5-dicarboxylate (2.26 g, 0.01 mol) in dry THF (40 ml) over 30 min. The resultant suspension was stirred for another hour at 0° C., and then saturated sodium sulphate solution (5 ml) was added dropwise. The solution was filtered and the filtrate evaporated to give an oil, which on purification gave the title compound in 36% yield. N.m.r: δH (90 MHz, CDC... Starting materials: C=1C(=C(C=C(C1F)F)F)C[C@H](CC(=O)N2CCN3C(=NN=C3C(F)(F)F)C2)N (Sitagliptin), C(CC(O)(C(=O)O)CC(=O)O)(=O)O (Citric acid). The solvent is CC(C)O (2-propanol). Conditions: temperature 40 celsius, time 2 hour. The product is C=1C(=C(C=C(C1F)F)F)C[C@H](CC(=O)N2CCN3C(=NN=C3C(F)(F)F)C2)N.C(CC(O)(C(=O)[O-])CC(=O)[O-])(=O)[O-] (Sitagliptin Citrate). As a reaction SMILES: [CH:1]1[C:2]([CH2:10][C@@H:11]([NH2:28])[CH2:12][C:13]([N:15]2[CH2:27][C:19]3=[N:20][N:21]=[C:22]([C:23]([F:26])([F:25])[F:24])[N:18]3[CH2:17][CH2:16]2)=[O:14])=[C:3]([F:9])[CH:4]=[C:5]([F:8])[C:6]=1[F:7].[C:29]([OH:41])(=[O:40])[CH2:30][C:31]([CH2:36][C:37]([OH:39])=[O:38])([C:33]([OH:35])=[O:34])[OH:32]>CC(O)C>[CH:1]1[C:2]([CH2:10][C@@H:11]([NH2:28])[CH2:12][C:13]([N:15]2[CH2:27][C:19]3=[N:20][N:21]=[C:22]([C:23]([F:26])([F:25])[F:24])[N:18]3[CH2:17][CH2:16]2)=[O:14])=[C:3]([F:9])[CH:4]=[C:5]([F:8])[C:6]=1[F:7].[C:29]([O-:41])(=[O:40])[CH2:30][C:31]([CH2:36][C:37]([O-:39])=[O:38])([C:33]([O-:35])=[O:34])[OH:32] |f:3.4|. Procedure: Sitagliptin base (150 mg) was suspended in 2-propanol (2.5 mL). Citric acid (71 mg) was added and the mixture was stirred for one hour at ambient temperature and 2 hours at 40° C. The mixture was allowed to cool to ambient temperature and stirred for 24 hours at this temperature. The solid was filtered and dried at ambient temperature. Reactants: C(CCC)[Li] (n-butyllithium), F[B-](F)(F)F.CN(C(=CC=[N+](C)C)C(=O)OCC)C (N-(3-dimethylamino-3-ethoxycarbonylpropenylidene)-N-methylmethanaminium tetrafluoroborate), C(CCCCCCCCC)(=O)OCC (Ethyl n-decanoate), C(C)(C)NC(C)C (diisopropylamine), [Cl-].[NH4+] (ammonium chloride), solution. The solvent is O (water), ClCCl (Dichloromethane), O1CCCC1 (tetrahydrofuran), CCCCCC (hexane), O (water). Reaction conditions: temperature -78 celsius. Product: CN(C(C(=O)OCC)=CC=C(CCCCCCCC)C(=O)OCC)C (Ethyl 2-dimethylamino-5-ethoxycarbonyl-2,4-tridecadienoate). Yield: 55.5%. As a reaction SMILES: [C:1]([O:12][CH2:13][CH3:14])(=[O:11])[CH2:2][CH2:3][CH2:4][CH2:5][CH2:6][CH2:7][CH2:8][CH2:9][CH3:10].C(NC(C)C)(C)C.C([Li])CCC.F[B-](F)(F)F.[CH3:32][N:33]([CH3:45])[C:34]([C:40]([O:42][CH2:43][CH3:44])=[O:41])=[CH:35][CH:36]=[N+](C)C.[Cl-].[NH4+]>CCCCCC.O1CCCC1.O.ClCCl>[CH3:32][N:33]([CH3:45])[C:34](=[CH:35][CH:36]=[C:2]([C:1]([O:12][CH2:13][CH3:14])=[O:11])[CH2:3][CH2:4][CH2:5][CH2:6][CH2:7][CH2:8][CH2:9][CH3:10])[C:40]([O:42][CH2:43][CH3:44])=[O:41] |f:3.4,5.6|. Procedure details: Ethyl n-decanoate (10 g) is added in the course of 10 minutes at a temperature in the region of -78° C. to a stirred mixture of diisopropylamine (5.6 cc), a 1.6M solution (37.5 cc) of n-butyllithium in hexane and tetrahydrofuran (30 cc). Stirring is maintained for 30 minutes at the same temperature, N-(3-dimethylamino-3-ethoxycarbonylpropenylidene)-N-methylmethanaminium tetrafluoroborate (14.3 g) is then added and stirring is maintained for 3 hours at a temperature in the region of -78° C. After... Reactants: C(C)(C)(C)OC(=O)N1CCC(CC1)C(=O)NC1=C(C(=O)NC2=NC=C(C=C2)Cl)C=C(C=C1)I (2-[(1-tert-butoxycarbonylpiperidin-4-ylcarbonyl)amino]-N-(5-chloropyridin-2-y)-5-iodobenzamide), C(C=C)#N (acrylonitrile). Product: C(C)(C)(C)OC(=O)N1CCC(CC1)C(=O)NC1=C(C(=O)NC2=NC=C(C=C2)Cl)C=C(C=C1)\C=C/C#N ((Z)-2-[(1-tert-butoxycarbonylpiperidin-4-ylcarbonyl)amino]-N-(5-chloropyridin-2-yl)-5-(2-cyanovinyl)benzamide). The yield is 19.0%. RXN SMILES: [C:1]([O:5][C:6]([N:8]1[CH2:13][CH2:12][CH:11]([C:14]([NH:16][C:17]2[CH:32]=[CH:31][C:30](I)=[CH:29][C:18]=2[C:19]([NH:21][C:22]2[CH:27]=[CH:26][C:25]([Cl:28])=[CH:24][N:23]=2)=[O:20])=[O:15])[CH2:10][CH2:9]1)=[O:7])([CH3:4])([CH3:3])[CH3:2].[C:34](#[N:37])[CH:35]=[CH2:36]>>[C:1]([O:5][C:6]([N:8]1[CH2:13][CH2:12][CH:11]([C:14]([NH:16][C:17]2[CH:32]=[CH:31][C:30](/[CH:36]=[CH:35]\[C:34]#[N:37])=[CH:29][C:18]=2[C:19]([NH:21][C:22]2[CH:27]=[CH:26][C:25]([Cl:28])=[CH:24][N:23]=2)=[O:20])=[O:15])[CH2:10][CH2:9]1)=[O:7])([CH3:4])([CH3:3])[CH3:2]. Procedure: Using methods substantially equivalent to those described in Example 259-A, 2-[(1-tert-butoxycarbonylpiperidin-4-ylcarbonyl)amino]-N-(5-chloropyridin-2-y)-5-iodobenzamide was condensed with acrylonitrile. From the reaction mixture was isolated (Z)-2-[(1-tert-butoxycarbonylpiperidin-4-ylcarbonyl)amino]-N-(5-chloropyridin-2-yl)-5-(2-cyanovinyl)benzamide (0.19 g, 19%), as well as the (E)-isomer (see prior example). Reactants: ClC=1C=C(N)C=CC1 (3-chloroaniline), C(CC(=O)[O-])(=O)OCC.[K+] (potassium ethyl malonate). Yields the product C(C)OC(CC(=O)NC1=CC(=CC=C1)Cl)=O (3-(3-chloroanilino)-3-oxopropionic acid ethyl ester). RXN SMILES: [Cl:1][C:2]1[CH:3]=[C:4]([CH:6]=[CH:7][CH:8]=1)[NH2:5].[C:9]([O:15][CH2:16][CH3:17])(=[O:14])[CH2:10][C:11]([O-])=[O:12].[K+]>>[CH2:16]([O:15][C:9](=[O:14])[CH2:10][C:11]([NH:5][C:4]1[CH:6]=[CH:7][CH:8]=[C:2]([Cl:1])[CH:3]=1)=[O:12])[CH3:17] |f:1.2|. Procedure: In a manner similar to that described in Referential Example 370, 3-chloroaniline was condensed with potassium ethyl malonate, whereby the title compound was obtained. Reactants: [BH4-], CCOC(C)=O, CO, Cl, [Na+], CC(C)(CCCCCC(=O)CCCCCC(C)(C)C(=O)O)C(=O)O, O. Product: CC(C)(CCCCCC(O)CCCCCC(C)(C)C(=O)O)C(=O)O. RXN SMILES: [BH4-:1].[CH3:27][CH2:28][O:29][C:30](=[O:31])[CH3:32].[CH3:34][OH:35].[ClH:33].[Na+:2].[O:3]=[C:4]([CH2:5][CH2:6][CH2:7][CH2:8][CH2:9][C:10]([C:11](=[O:12])[OH:13])([CH3:14])[CH3:15])[CH2:16][CH2:17][CH2:18][CH2:19][CH2:20][C:21]([C:22](=[O:23])[OH:24])([CH3:25])[CH3:26].[OH2:36]>>[OH:3][CH:4]([CH2:5][CH2:6][CH2:7][CH2:8][CH2:9][C:10]([C:11](=[O:12])[OH:13])([CH3:14])[CH3:15])[CH2:16][CH2:17][CH2:18][CH2:19][CH2:20][C:21]([C:22](=[O:23])[OH:24])([CH3:25])[CH3:26].